This data is from the Open Reaction Database (ORD), a public repository of structured organic reaction records. The task is: describe an organic reaction: reactants, conditions, products, and yield The reactants are CC(C)(C)c1ccc(-c2nc3ccccc3c(=O)[nH]2)cc1, C1CCCCC1, CN(C)C=O, O=S(Cl)Cl. Yields the product CC(C)(C)c1ccc(-c2nc(Cl)c3ccccc3n2)cc1. As a reaction SMILES: [C:1]([CH3:2])([CH3:3])([CH3:4])[c:5]1[cH:6][cH:7][c:8](-[c:11]2[n:12][c:13]3[cH:14][cH:15][cH:16][cH:17][c:18]3[c:19](=[O:21])[nH:20]2)[cH:9][cH:10]1.[CH2:31]1[CH2:32][CH2:33][CH2:34][CH2:35][CH2:36]1.[CH3:26][N:27]([CH3:28])[CH:29]=[O:30].[S:22]([Cl:23])([Cl:24])=[O:25]>>[C:1]([CH3:2])([CH3:3])([CH3:4])[c:5]1[cH:6][cH:7][c:8](-[c:11]2[n:12][c:13]3[cH:14][cH:15][cH:16][cH:17][c:18]3[c:19]([Cl:24])[n:20]2)[cH:9][cH:10]1. Starting materials: Br (Hydrogen bromide), C(C)(=O)O (acetic acid), CSC1=C(CN(C)C)C=CC=C1OC ((2-methylsulfanyl-3-methoxybenzyl)-dimethylamine). Run in C(C)OCC (Diethyl ether). Conditions: temperature 100 celsius, time 17 hour. The product is Br.CN(C)CC=1C(=C(C=CC1)O)SC (3-Dimethylaminomethyl-2-methylsulfanyl-phenol hydrobromide). As a reaction SMILES: [BrH:1].C(O)(=O)C.[CH3:6][S:7][C:8]1[C:17]([O:18]C)=[CH:16][CH:15]=[CH:14][C:9]=1[CH2:10][N:11]([CH3:13])[CH3:12]>C(OCC)C>[BrH:1].[CH3:13][N:11]([CH2:10][C:9]1[C:8]([S:7][CH3:6])=[C:17]([OH:18])[CH:16]=[CH:15][CH:14]=1)[CH3:12] |f:4.5|. Procedure details: 30% Hydrogen bromide in acetic acid (7 mL, 34 mmol) was added to (2-methylsulfanyl-3-methoxybenzyl)-dimethylamine (1.44 g, 6.8 mmol) and heated with stirring at 100° C. After 17 h, the reaction was complete by LC/MS analysis and was then allowed to cool to room temperature. Diethyl ether (100 mL) was added with stirring. After 20 min, the orange diethyl ether solution was decanted off. This was repeated until a tan solid precipitated. 3-Dimethylaminomethyl-2-methylsulfanyl-phenol hydrobromide (1... Conditions: time 26 hour. Reaction SMILES: [NH2:1][CH2:2][C:3]1[O:7][C:6]([C:8]2[N:9]=[C:10]([N:13]=[C:14]([NH2:16])[NH2:15])[S:11][CH:12]=2)=[CH:5][CH:4]=1.[CH3:17][O:18][C:19](=[O:25])[NH:20][C:21](=[NH:24])SC>C(N(CC)CC)C>[NH2:15][C:14](=[N:13][C:10]1[S:11][CH:12]=[C:8]([C:6]2[O:7][C:3]([CH2:2][NH:1][C:21]([NH2:24])=[N:20][C:19]([O:18][CH3:17])=[O:25])=[CH:4][CH:5]=2)[N:9]=1)[NH2:16]. Yields the product NC(N)=NC=1SC=C(N1)C=1OC(=CC1)CNC(=NC(=O)OC)N (2-(diaminomethyleneamino)-4-[5-(2-methoxycarbonylguanidino)methylfuran-2-yl]thiazole). Run in C(C)N(CC)CC (triethylamine). Isolated yield 23.3%. Reactants: NCC1=CC=C(O1)C=1N=C(SC1)N=C(N)N (4-(5-aminomethylfuran-2-yl)-2-(diaminomethyleneamino)thiazole), COC(NC(SC)=N)=O (imino(methylthio)methylcarbamic acid methylester), COC(NC(SC)=N)=O (Imino(methylthio)methylcarbamic acid methylester). Procedure: A suspension of 4-(5-aminomethylfuran-2-yl)-2-(diaminomethyleneamino)thiazole (1.6 g), imino(methylthio)methylcarbamic acid methylester (1.2 g) and triethylamine (1.5 g) was stirred at room temperature for 26 hours and then refluxed for 2.5 hours. Imino(methylthio)methylcarbamic acid methylester (1.0 g) was added to the reaction mixture and the mixture was refluxed for 10 hours. The solvent was removed under reduced pressure. The residue was chromatographed on a silica gel column eluting with a ... Reactants: Cl (HCl), BrC=1C=CC(=C(C1)C)F (5-Bromo-2-fluoro-toluene), CN(C=O)C (N,N-dimethylformamide), C(C)(C)(C)[Li] (t-Butyllithium). The solvent is O1CCCC1 (tetrahydrofuran). Conditions: time 30 minute. Yields the product FC1=C(C=C(C=O)C=C1)C (4-Fluoro-3-methylbenzaldehyde). As a reaction SMILES: Br[C:2]1[CH:3]=[CH:4][C:5]([F:9])=[C:6]([CH3:8])[CH:7]=1.C([Li])(C)(C)C.CN(C)[CH:17]=[O:18].Cl>O1CCCC1>[F:9][C:5]1[CH:4]=[CH:3][C:2]([CH:17]=[O:18])=[CH:7][C:6]=1[CH3:8]. Procedure details: 5-Bromo-2-fluoro-toluene (26 mmol, 5.0 g) was dissolved in tetrahydrofuran (25 ml) and cooled to −78° C. t-Butyllithium (1.7 M in pentane, 31 ml) was added over 10 minutes. After 30 minutes, N,N-dimethylformamide (2.1 ml) was added. The reaction mixture was warmed to ambient over 30 minutes and 6% HCl (100 ml) was added with vigorous swirling. The mixture was extracted with ethyl acetate (200 ml). The organic layer was dried over MgSO4, then concentrated affording the title compound as an oil (3... Reactants: C(#N)C=1C=CC(=C(C1)OCOC)[N+](=O)[O-] (5-cyano- 1 -methoxymethyloxy-2-nitrobenzene), [H][H] (hydrogen). Reagents/catalysts: [Pd] (palladium on carbon). Run in C(C)(=O)OCC (ethyl acetate). Yields the product C(#N)C1=CC(=C(N)C=C1)OCOC (4-Cyano-2-methoxymethyloxyaniline). The yield is 58.5%. As a reaction SMILES: [C:1]([C:3]1[CH:4]=[CH:5][C:6]([N+:13]([O-])=O)=[C:7]([O:9][CH2:10][O:11][CH3:12])[CH:8]=1)#[N:2].[H][H]>[Pd].C(OCC)(=O)C>[C:1]([C:3]1[CH:4]=[CH:5][C:6]([NH2:13])=[C:7]([O:9][CH2:10][O:11][CH3:12])[CH:8]=1)#[N:2]. Procedure: A mixture of 5-cyano- 1 -methoxymethyloxy-2-nitrobenzene (0.5 g, 2.4 mmol) and 10% palladium on carbon (.05 g) in ethyl acetate (50 mL) was stirred at rt under 1 atm of hydrogen for 72 h. The mixture was filtered through Celite to remove the palladium and the residue was chromatographed on silica gel (eluting with 25% ethylacetate/hexane) to afford the title compound (250 mg, 58%). MS(ES+) m/e 179 [M+H]+ The reactants are 16.8, C(C)C(C(=O)OCC)(C(=O)OCC)C1=CC=C(C=C1)C(C1=CC=CS1)=O (diethyl 2-ethyl-2-[p-(2-thenoyl)phenyl]malonate), [OH-].[Na+] (sodium hydroxide). The solvent is O (water). Yields the product C1(=CC=CS1)C(=O)C1=CC=C(C=C1)C(C(=O)O)CC (p-(2-thenoyl)-α-ethyl-phenylacetic acid). As a reaction SMILES: [CH2:1]([C:3]([C:14]1[CH:19]=[CH:18][C:17]([C:20](=[O:26])[C:21]2[S:25][CH:24]=[CH:23][CH:22]=2)=[CH:16][CH:15]=1)(C(OCC)=O)[C:4]([O:6]CC)=[O:5])[CH3:2].[OH-].[Na+]>O>[C:21]1([C:20]([C:17]2[CH:18]=[CH:19][C:14]([CH:3]([CH2:1][CH3:2])[C:4]([OH:6])=[O:5])=[CH:15][CH:16]=2)=[O:26])[S:25][CH:24]=[CH:23][CH:22]=1 |f:1.2|. Reported procedure: A mixture of 16.8 parts of diethyl 2-ethyl-2-[p-(2-thenoyl)phenyl]malonate, 4 parts of sodium hydroxide and 80 parts of water is stirred and refluxed for 6 hours. The reaction mixture is poured onto water and the whole is extracted with ether. The aqueous phase is separated and acidified with hydrochloric acid solution: the product is separated as an oil which solidifies. It is extracted with ether. The extract is washed three times with water, dried, filtered and evaporated. The solid residue i... The reactants are CC(=O)OC(C)=O, CCCN(C)C, CCO, Nc1ccc(C23CC2C(=O)NC3=O)cc1, C1CCOC1. The product is CC(=O)Nc1ccc(C23CC2C(=O)NC3=O)cc1. Reaction SMILES: [CH3:1][C:2](=[O:3])[O:4][C:5](=[O:6])[CH3:7].[CH3:23][N:24]([CH2:25][CH2:26][CH3:27])[CH3:28].[CH3:29][CH2:30][OH:31].[NH2:8][c:9]1[cH:10][cH:11][c:12]([C:15]23[C:16](=[O:22])[NH:17][C:18](=[O:21])[CH:19]2[CH2:20]3)[cH:13][cH:14]1.[O:32]1[CH2:33][CH2:34][CH2:35][CH2:36]1>>[CH3:1][C:2](=[O:3])[NH:8][c:9]1[cH:10][cH:11][c:12]([C:15]23[C:16](=[O:22])[NH:17][C:18](=[O:21])[CH:19]2[CH2:20]3)[cH:13][cH:14]1. Reactants: Cl.ClCCN1CCOCC1 (chloroethylmorpholine hydrochloride), [Na+].[I-] (NaI), CC1NS(C2=C1C=CS2)(=O)=O (2,3-Dihydro-3-methyl-thieno[3,2-d]isothiazole-1,1-dioxide), [H-].[Na+] (NaH). Solvent: CN(C)C=O (DMF), O (water). Run at time 20 minute. Yields the product CC1N(S(C2=C1C=CS2)(=O)=O)CCN2CCOCC2 (2,3-Dihydro-3 -methyl-2-[2-(4-morpholinyl)ethyl]thieno[3,2-d]isothiazole-1,1-dioxide). Yield: 98.8%. As a reaction SMILES: [CH3:1][CH:2]1[C:6]2[CH:7]=[CH:8][S:9][C:5]=2[S:4](=[O:11])(=[O:10])[NH:3]1.[H-].[Na+].Cl.Cl[CH2:16][CH2:17][N:18]1[CH2:23][CH2:22][O:21][CH2:20][CH2:19]1.[Na+].[I-]>CN(C=O)C.O>[CH3:1][CH:2]1[C:6]2[CH:7]=[CH:8][S:9][C:5]=2[S:4](=[O:11])(=[O:10])[N:3]1[CH2:16][CH2:17][N:18]1[CH2:23][CH2:22][O:21][CH2:20][CH2:19]1 |f:1.2,3.4,5.6|. Reported procedure: The product from Step B (1.06 g, 5.62 mmol) was added to a suspension of NaH (0.97 g, 22.5 mmol) in DMF (19 mL) followed by chloroethylmorpholine hydrochloride (2.11 g, 11.21 mmol), and the mixture was warmed to 80° C. at which point NaI (1.1 g) was added and the mixture stirred for 20 min. The reaction mixture was diluted with water (80 mL) and extracted with methylene chloride (3×25 mL). The combined extracts were evaporated to a residue which was dissolved in ethyl acetate (80 mL) and the sol... The reactants are N-acetamide, BrC1=CC=C(CC(C#N)C(CC)=O)C=C1 (2-(4-bromo-benzyl)-3-oxo-pentanenitrile), O.NN (hydrazine hydrate), N-acetamide, C(C)O (ethanol), C(C)(=O)O (acetic acid), crude product. Solvent: [OH-].[Na+] (sodium hydroxide), C(C)(=O)OCC (ethyl acetate). Reaction conditions: temperature 140 celsius. Yields the product BrC1=CC=C(CC2=C(NN=C2CC)N)C=C1 (4-(4-bromo-benzyl)-5-ethyl-2H-pyrazol-3-ylamine). Reaction SMILES: [Br:1][C:2]1[CH:15]=[CH:14][C:5]([CH2:6][CH:7]([C:10](=O)[CH2:11][CH3:12])[C:8]#[N:9])=[CH:4][CH:3]=1.O.[NH2:17][NH2:18].C(O)C.C(O)(=O)C>C(OCC)(=O)C.[OH-].[Na+]>[Br:1][C:2]1[CH:3]=[CH:4][C:5]([CH2:6][C:7]2[C:10]([CH2:11][CH3:12])=[N:18][NH:17][C:8]=2[NH2:9])=[CH:14][CH:15]=1 |f:1.2,6.7|. Reported procedure: A mixture of 2-(4-bromo-benzyl)-3-oxo-pentanenitrile (1, 10.4 g, 39.1 mmol) and hydrazine hydrate (1.9 ml, 39.1 mmol) in 35 ml of a 1:1 mixture of ethanol and acetic acid was heated in a microwave reactor to 140° C. for 15 min. After cooling the reaction mixture was diluted with ethyl acetate and washed several times with sat. sodium bicarbonate, followed by brine. The organic layer was dried over Na2 SO4 and evaporated to give a mixture of 2 and its N-acetamide. For conversion of the latter to ... Starting materials: O=c1n(Cc2ccc(C(F)(F)F)nc2)nc2c(Br)c(Cl)ccn12, Cc1ccccc1, OB(O)c1ccc(Cl)cc1, O=c1n(Cc2ccc(C(F)(F)F)nc2)nc2c(-c3ccc(Cl)cc3)c(Cl)ccn12, [Na+], [Na+], O=C([O-])[O-]. Product: O=c1n(Cc2ccc(C(F)(F)F)nc2)nc2c(-c3ccc(Cl)cc3)c(-c3ccc(Cl)cc3)ccn12. Reaction SMILES: [Br:1][c:2]1[c:3]2[n:4]([c:5](=[O:6])[n:7]([CH2:8][c:9]3[cH:10][n:11][c:12]([C:13]([F:14])([F:15])[F:16])[cH:17][cH:18]3)[n:19]2)[cH:20][cH:21][c:22]1[Cl:23].[CH3:63][c:64]1[cH:65][cH:66][cH:67][cH:68][cH:69]1.[Cl:24][c:25]1[cH:26][cH:27][c:28]([B:31]([OH:32])[OH:33])[cH:29][cH:30]1.[Cl:34][c:35]1[c:36](-[c:56]2[cH:57][cH:58][c:59]([Cl:62])[cH:60][cH:61]2)[c:37]2[n:38]([cH:39][cH:40]1)[c:41](=[O:55])[n:42]([CH2:44][c:45]1[cH:46][n:47][c:48]([C:51]([F:52])([F:53])[F:54])[cH:49][cH:50]1)[n:43]2.[Na+:70].[Na+:71].[O-:72][C:73](=[O:74])[O-:75]>>[Cl:24][c:25]1[cH:26][cH:27][c:28](-[c:35]2[c:36](-[c:56]3[cH:57][cH:58][c:59]([Cl:62])[cH:60][cH:61]3)[c:37]3[n:38]([cH:39][cH:40]2)[c:41](=[O:55])[n:42]([CH2:44][c:45]2[cH:46][n:47][c:48]([C:51]([F:52])([F:53])[F:54])[cH:49][cH:50]2)[n:43]3)[cH:29][cH:30]1.